The task is: describe an organic reaction: reactants, conditions, products, and yield. This data is from the Open Reaction Database (ORD), a public repository of structured organic reaction records. Starting materials: 170, [H-].[Al+3].[Li+].[H-].[H-].[H-] (Lithium aluminum hydride), C(C)OCC (diethyl ether), FC1=C(C=CC(=C1)C=C[N+](=O)[O-])OC (2-Fluoro-1-methoxy-4-(2-nitro-vinyl)-benzene). The solvent is C(C)(=O)OCC (ethyl acetate). Conditions: time 1 hour. The product is FC=1C=C(C=CC1OC)CCN (2-(3-Fluoro-4-methoxy-phenyl)-ethylamine). RXN SMILES: [H-].[Al+3].[Li+].[H-].[H-].[H-].C(OCC)C.[F:12][C:13]1[CH:18]=[C:17]([CH:19]=[CH:20][N+:21]([O-])=O)[CH:16]=[CH:15][C:14]=1[O:24][CH3:25]>C(OCC)(=O)C>[F:12][C:13]1[CH:18]=[C:17]([CH2:19][CH2:20][NH2:21])[CH:16]=[CH:15][C:14]=1[O:24][CH3:25] |f:0.1.2.3.4.5|. Procedure: Lithium aluminum hydride (200 mL of 1 M in diethyl ether) was placed in a 1 L round bottomed flask along with 300 mL of diethyl ether. Intermediate 81 was placed in the thimble of a soxhlet extractor atop this flask and the mixture refluxed for 24 hours. The mixture was cooled to ° 0 C and 50 mL of ethyl acetate added dropwise. After stirring for 1 hour, the mixture was quenched with 100 mL of 1 N KHSO4. The Organic layer was separated washed with sat. NaHCO3, sat. NaCl, and dried over MgSO4. Re... Procedure details: Reaction of Cyclopropylamine with N-(2,6-dichlorostyrylsulfonyl)chloroacetimidate according to the procedure of Example 32(b) affords N-cyclopropyl-N'-(2,6-dichlorostyrylsulfonyl) acetamidine, m.p. 121°-124° C. when crystallized from benzene. RXN SMILES: [CH:1]1([NH2:4])[CH2:3][CH2:2]1.[Cl:5][C:6]1[CH:21]=[CH:20][CH:19]=[C:18]([Cl:22])[C:7]=1[CH:8]=[CH:9][S:10]([N:13]=[C:14]([O-])[CH2:15]Cl)(=[O:12])=[O:11]>>[CH:1]1([NH:4][C:14](=[N:13][S:10]([CH:9]=[CH:8][C:7]2[C:18]([Cl:22])=[CH:19][CH:20]=[CH:21][C:6]=2[Cl:5])(=[O:12])=[O:11])[CH3:15])[CH2:3][CH2:2]1. The product is C1(CC1)NC(C)=NS(=O)(=O)C=CC1=C(C=CC=C1Cl)Cl (N-cyclopropyl-N'-(2,6-dichlorostyrylsulfonyl) acetamidine). Starting materials: C1(CC1)N (Cyclopropylamine), ClC1=C(C=CS(=O)(=O)N=C(CCl)[O-])C(=CC=C1)Cl (N-(2,6-dichlorostyrylsulfonyl)chloroacetimidate). The reactants are NCC=1C(=NC2=CC=C(C=C2C1C1=CC=CC=C1)C#N)CC(C)C (3-(aminomethyl)-2-isobutyl-4-phenylquinoline-6-carbonitrile), [OH-].[Na+] (sodium hydroxide). Solvent: CS(=O)C (dimethyl sulfoxide). Run at temperature 80 celsius, time 3 hour. The product is NCC=1C(=NC2=CC=C(C=C2C1C1=CC=CC=C1)C(=O)N)CC(C)C (3-(aminomethyl)-2-isobutyl-4-phenylquinoline-6-carboxamide). Isolated yield 37.0%. As a reaction SMILES: [NH2:1][CH2:2][C:3]1[C:4]([CH2:21][CH:22]([CH3:24])[CH3:23])=[N:5][C:6]2[C:11]([C:12]=1[C:13]1[CH:18]=[CH:17][CH:16]=[CH:15][CH:14]=1)=[CH:10][C:9]([C:19]#[N:20])=[CH:8][CH:7]=2.[OH-:25].[Na+]>CS(C)=O>[NH2:1][CH2:2][C:3]1[C:4]([CH2:21][CH:22]([CH3:24])[CH3:23])=[N:5][C:6]2[C:11]([C:12]=1[C:13]1[CH:18]=[CH:17][CH:16]=[CH:15][CH:14]=1)=[CH:10][C:9]([C:19]([NH2:20])=[O:25])=[CH:8][CH:7]=2 |f:1.2|. Reported procedure: To a solution of 3-(aminomethyl)-2-isobutyl-4-phenylquinoline-6-carbonitrile (0.11 g, 0.35 mmol) in dimethyl sulfoxide (4 ml) was added 1N aqueous sodium hydroxide solution (2 ml) and the mixture was stirred at 80° C. for 3 hrs. The reaction mixture was partitioned between ethyl acetate (50 ml) and 1N aqueous sodium hydroxide solution (50 ml) and the aqueous layer was extracted 4 times with ethyl acetate (50 ml). The organic layers were combined and dried over anhydrous magnesium sulfate. The so... Reactants: [C-]#N, CCCCCCCOc1ccc(C(=O)Oc2ccc(CCCC)cc2C#N)cc1Br, CN(C)C=O, [Cl-], Cl, O, O, O, O, O, O, O. Product: CCCCCCCOc1ccc(C(=O)Oc2ccc(CCCC)cc2C#N)cc1C#N. As a reaction SMILES: [C-:31]#[N:32].[C:1](#[N:2])[c:3]1[c:4]([O:13][C:14]([c:15]2[cH:16][c:17]([Br:29])[c:18]([O:21][CH2:22][CH2:23][CH2:24][CH2:25][CH2:26][CH2:27][CH3:28])[cH:19][cH:20]2)=[O:30])[cH:5][cH:6][c:7]([CH2:9][CH2:10][CH2:11][CH3:12])[cH:8]1.[CH3:33][N:34]([CH3:35])[CH:36]=[O:37].[Cl-:44].[ClH:45].[OH2:38].[OH2:39].[OH2:40].[OH2:41].[OH2:42].[OH2:43].[OH2:46]>>[C:1](#[N:2])[c:3]1[c:4]([O:13][C:14]([c:15]2[cH:16][c:17]([C:33]#[N:34])[c:18]([O:21][CH2:22][CH2:23][CH2:24][CH2:25][CH2:26][CH2:27][CH3:28])[cH:19][cH:20]2)=[O:30])[cH:5][cH:6][c:7]([CH2:9][CH2:10][CH2:11][CH3:12])[cH:8]1. Starting materials: CC(=O)N(C(C)=O)c1ncc(C#Cc2cnn3c(C(F)(F)F)cc(-c4ccc(C(F)(F)F)cc4)nc23)cn1, C1CCOC1, Cl, N, O. Product: CC(=O)Nc1ncc(C#Cc2cnn3c(C(F)(F)F)cc(-c4ccc(C(F)(F)F)cc4)nc23)cn1. RXN SMILES: [C:1]([CH3:2])(=[O:3])[N:4]([C:5](=[O:6])[CH3:7])[c:8]1[n:9][cH:10][c:11]([C:14]#[C:15][c:16]2[cH:17][n:18][n:19]3[c:20]2[n:21][c:22](-[c:29]2[cH:30][cH:31][c:32]([C:35]([F:36])([F:37])[F:38])[cH:33][cH:34]2)[cH:23][c:24]3[C:25]([F:26])([F:27])[F:28])[cH:12][n:13]1.[CH2:42]1[O:43][CH2:44][CH2:45][CH2:46]1.[ClH:39].[NH3:41].[OH2:40]>>[C:1]([CH3:2])(=[O:3])[NH:4][c:8]1[n:9][cH:10][c:11]([C:14]#[C:15][c:16]2[cH:17][n:18][n:19]3[c:20]2[n:21][c:22](-[c:29]2[cH:30][cH:31][c:32]([C:35]([F:36])([F:37])[F:38])[cH:33][cH:34]2)[cH:23][c:24]3[C:25]([F:26])([F:27])[F:28])[cH:12][n:13]1. Starting materials: BrC=1C(=NC=C(C(=O)NC2=CC=C(C=C2)OC(F)(F)Cl)C1)N1C[C@@H](CC1)O ((R)-5-bromo-N-(4-(chlorodifluoromethoxy)phenyl)-6-(3-hydroxypyrrolidin-1-yl)nicotinamide), CC1(OB(OC1(C)C)C=1C=NC=C(C#N)C1)C (5-(4,4,5,5-tetramethyl-1,3,2-dioxaborolan-2-yl)nicotinonitrile), formic acid-H. The product is ClC(OC1=CC=C(C=C1)NC(=O)C=1C=C(C(=NC1)N1C[C@@H](CC1)O)C=1C=NC=C(C1)C#N)(F)F ((R)—N-(4-(Chlorodifluoromethoxy)phenyl)-5′-cyano-2-(3-hydroxypyrrolidin-1-yl)-[3,3′-bipyridine]-5-carboxamide). As a reaction SMILES: Br[C:2]1[C:3]([N:22]2[CH2:26][CH2:25][C@@H:24]([OH:27])[CH2:23]2)=[N:4][CH:5]=[C:6]([CH:21]=1)[C:7]([NH:9][C:10]1[CH:15]=[CH:14][C:13]([O:16][C:17]([Cl:20])([F:19])[F:18])=[CH:12][CH:11]=1)=[O:8].CC1(C)C(C)(C)OB([C:36]2[CH:37]=[N:38][CH:39]=[C:40]([CH:43]=2)[C:41]#[N:42])O1>>[Cl:20][C:17]([F:19])([F:18])[O:16][C:13]1[CH:14]=[CH:15][C:10]([NH:9][C:7]([C:6]2[CH:21]=[C:2]([C:36]3[CH:37]=[N:38][CH:39]=[C:40]([C:41]#[N:42])[CH:43]=3)[C:3]([N:22]3[CH2:26][CH2:25][C@@H:24]([OH:27])[CH2:23]3)=[N:4][CH:5]=2)=[O:8])=[CH:11][CH:12]=1. Procedure details: The title compound was prepared in an analogous fashion to that described in Example 151 using (R)-5-bromo-N-(4-(chlorodifluoromethoxy)phenyl)-6-(3-hydroxypyrrolidin-1-yl)nicotinamide (Stage 171.1) and 5-(4,4,5,5-tetramethyl-1,3,2-dioxaborolan-2-yl)nicotinonitrile to afford a white solid. UPLC-MS (Condition 3) tR=1.02 min, m/z=486.2 [M+H]+, m/z=530.0 [M+ formic acid-H]; 1H-NMR (400 MHz, DMSO-d6) δ ppm 1.69-1.80 (m, 1H) 1.80-1.91 (m, 1H) 2.85 (d, J=11.42 Hz, 1H) 3.16-3.26 (m, 2H) 3.35-3.43 (m, 1H...